This data is from the Open Reaction Database (ORD), a public repository of structured organic reaction records. The task is: describe an organic reaction: reactants, conditions, products, and yield Reactants: FC1=CC2=C(C(=NO2)C2=CC=C(C=C2)OC[C@@H]2OC2)C=C1 ((R)-6-fluoro-3-(4-oxiranylmethoxy-phenyl)-benzo[d]isoxazole), C1(=CC=CC=C1)C1CCNCC1 (4-phenylpiperidine). Solvent: CN(C=O)C (dimethylformamide), C(C)O (ethanol). Product: FC1=CC2=C(C(=NO2)C2=CC=C(OC[C@@H](CN3CCC(CC3)C3=CC=CC=C3)O)C=C2)C=C1 ((R)-1-[4-(6-fluoro-benzo[d]isoxazol-3-yl)-phenoxy]-3-(4-phenyl-piperidin-1-yl)-propan-2-ol). RXN SMILES: [F:1][C:2]1[CH:21]=[CH:20][C:5]2[C:6]([C:9]3[CH:14]=[CH:13][C:12]([O:15][CH2:16][C@H:17]4[CH2:19][O:18]4)=[CH:11][CH:10]=3)=[N:7][O:8][C:4]=2[CH:3]=1.[C:22]1([CH:28]2[CH2:33][CH2:32][NH:31][CH2:30][CH2:29]2)[CH:27]=[CH:26][CH:25]=[CH:24][CH:23]=1>CN(C)C=O.C(O)C>[F:1][C:2]1[CH:21]=[CH:20][C:5]2[C:6]([C:9]3[CH:14]=[CH:13][C:12]([O:15][CH2:16][C@H:17]([OH:18])[CH2:19][N:31]4[CH2:32][CH2:33][CH:28]([C:22]5[CH:27]=[CH:26][CH:25]=[CH:24][CH:23]=5)[CH2:29][CH2:30]4)=[CH:11][CH:10]=3)=[N:7][O:8][C:4]=2[CH:3]=1. Procedure: The title compound is prepared from a mixture of (R)-6-fluoro-3-(4-oxiranylmethoxy-phenyl)-benzo[d]isoxazole in dimethylformamide and 4-phenylpiperidine in ethanol essentially as described above in Example 21. Purity by LC/MS=100%, [M+H]+=447. Reactants: NC(CCC(=O)OC)C1=C(C=CC=C1OC)OC (methyl 4-amino-4-(2,6-dimethoxyphenyl)butanoate), O(C1=CC=CC=C1)C=1C=C(C=O)C=CC1 (3-phenoxybenzaldehyde). Product: COC1=C(C(=CC=C1)OC)C1CCC(N1CC1=CC(=CC=C1)OC1=CC=CC=C1)=O (5-(2,6-dimethoxyphenyl)-1-(3-phenoxybenzyl)pyrrolidin-2-one). Reaction SMILES: [NH2:1][CH:2]([C:9]1[C:14]([O:15][CH3:16])=[CH:13][CH:12]=[CH:11][C:10]=1[O:17][CH3:18])[CH2:3][CH2:4][C:5]([O:7]C)=O.[O:19]([C:26]1[CH:27]=[C:28]([CH:31]=[CH:32][CH:33]=1)[CH:29]=O)[C:20]1[CH:25]=[CH:24][CH:23]=[CH:22][CH:21]=1>>[CH3:18][O:17][C:10]1[CH:11]=[CH:12][CH:13]=[C:14]([O:15][CH3:16])[C:9]=1[CH:2]1[N:1]([CH2:29][C:28]2[CH:31]=[CH:32][CH:33]=[C:26]([O:19][C:20]3[CH:25]=[CH:24][CH:23]=[CH:22][CH:21]=3)[CH:27]=2)[C:5](=[O:7])[CH2:4][CH2:3]1. Procedure details: Prepared according to the described general procedure 2 (GP2) by reaction of methyl 4-amino-4-(2,6-dimethoxyphenyl)butanoate with commercially available 3-phenoxybenzaldehyde. Subsequent purification by preparative HPLC afforded the target compound. LC-MS (conditions A): tR=0.92 min.; [M+H]+: 404.17 g/mol. Starting materials: BrC1=C(C=NC=C1)N (4-bromo-pyridin-3-ylamine), C(OC)(OC)OC (trimethyl orthoformate), [H-].[H-].[H-].[H-].[Li+].[Al+3] (LiAlH4). The reagents and catalysts are C(=O)(C(F)(F)F)O (TFA). Run at temperature 0 celsius, time 30 minute. The product is BrC1=C(C=NC=C1)NC ((4-Bromo-pyridin-3-yl)-methyl-amine). As a reaction SMILES: [Br:1][C:2]1[CH:7]=[CH:6][N:5]=[CH:4][C:3]=1[NH2:8].[CH:9](OC)(OC)OC.[H-].[H-].[H-].[H-].[Li+].[Al+3]>C(O)(C(F)(F)F)=O>[Br:1][C:2]1[CH:7]=[CH:6][N:5]=[CH:4][C:3]=1[NH:8][CH3:9] |f:2.3.4.5.6.7|. Procedure: A mixture of 4-bromo-pyridin-3-ylamine (2 g, 11.56 mmol, CAS RN 239137-39-4) in trimethyl orthoformate (19 mL, 173.4 mmol, CAS RN 149-73-5) and a catalytic amount of TFA (1 drop) was heated to reflux for 2 hours. Volatiles were removed in vacuo, the resultant dark brown material was dissolved in THF (40 mL), treated portionwise with LiAlH4 (440 mg, 11.56 mmol) at 0° C. and then left stirring at 0° C. for 30 minutes. The reaction mixture was quenched with saturated aqueous NH4Cl solution (15 mL),... Starting materials: COc1ccc2c(c1)Nc1cscc1C(SC)=N2, CN1CCNCC1, CC(=O)O, O. Yields the product COc1ccc2c(c1)Nc1cscc1C(N1CCN(C)CC1)=N2. Reaction SMILES: [CH3:1][O:2][c:3]1[cH:4][c:5]2[c:6]([cH:17][cH:18]1)[N:7]=[C:8]([S:15][CH3:16])[c:9]1[c:10]([cH:12][s:13][cH:14]1)[NH:11]2.[CH3:20][N:21]1[CH2:22][CH2:23][NH:24][CH2:25][CH2:26]1.[CH3:27][C:28](=[O:29])[OH:30].[OH2:19]>>[CH3:1][O:2][c:3]1[cH:4][c:5]2[c:6]([cH:17][cH:18]1)[N:7]=[C:8]([N:24]1[CH2:23][CH2:22][N:21]([CH3:20])[CH2:26][CH2:25]1)[c:9]1[c:10]([cH:12][s:13][cH:14]1)[NH:11]2. Reactants: O=C(n1ccnc1)n1ccnc1, CC=CC(C)O, CN1CCCC1=O, ClCCl, O, Nc1cnc2[nH]c(-c3ccccc3)nc2c1. Product: CC=CC(C)OC(=O)Nc1cnc2[nH]c(-c3ccccc3)nc2c1. As a reaction SMILES: [C:7](=[O:8])([n:9]1[cH:10][cH:11][n:12][cH:13]1)[n:14]1[cH:15][cH:16][n:17][cH:18]1.[CH3:1][CH:2]([CH:3]=[CH:4][CH3:5])[OH:6].[CH3:39][N:40]1[CH2:41][CH2:42][CH2:43][C:44]1=[O:45].[Cl:36][CH2:37][Cl:38].[OH2:35].[c:19]1(-[c:25]2[n:26][c:27]3[c:28]([n:29][cH:30][c:31]([NH2:33])[cH:32]3)[nH:34]2)[cH:20][cH:21][cH:22][cH:23][cH:24]1>>[CH3:1][CH:2]([CH:3]=[CH:4][CH3:5])[O:6][C:7](=[O:8])[NH:33][c:31]1[cH:30][n:29][c:28]2[c:27]([n:26][c:25](-[c:19]3[cH:20][cH:21][cH:22][cH:23][cH:24]3)[nH:34]2)[cH:32]1. Procedure: To a solution of N-[2-(2(S)-acetylthio-3-methyl-1-oxobutylamino)-2-methyl-1-oxopropyl]-L-tyrosine ethyl ester (0.18 g, 0.39 mmol) in methanol (10 mL) is added 1N sodium hydroxide (1.55 mL, 1.55 mmol). The mixture is stirred for 5 hours and then the solvent is removed in vacuo. The residue is dissolved in water (50 mL) and washed with ethyl acetate (10 mL). The aqueous phase is acidified to pH 1 with 1N hydrochloric acid and extracted with ethyl acetate (3×50 mL). The organic phase is washed with... Reactants: C(C)OC([C@@H](NC(C(C)(C)NC([C@H](C(C)C)SC(C)=O)=O)=O)CC1=CC=C(C=C1)O)=O (N-[2-(2(S)-acetylthio-3-methyl-1-oxobutylamino)-2-methyl-1-oxopropyl]-L-tyrosine ethyl ester), [OH-].[Na+] (sodium hydroxide). Solvent: CO (methanol). Yields the product S[C@H](C(=O)NC(C(=O)N[C@@H](CC1=CC=C(C=C1)O)C(=O)O)(C)C)C(C)C (N-[2-(2(S)-mercapto-3-methyl-1-oxobutylamino)-2-methyl-1-oxopropyl]-L-tyrosine). Reaction conditions: time 5 hour. RXN SMILES: C([O:3][C:4](=[O:31])[C@H:5]([CH2:23][C:24]1[CH:29]=[CH:28][C:27]([OH:30])=[CH:26][CH:25]=1)[NH:6][C:7](=[O:22])[C:8]([NH:11][C:12](=[O:21])[C@@H:13]([S:17]C(=O)C)[CH:14]([CH3:16])[CH3:15])([CH3:10])[CH3:9])C.[OH-].[Na+]>CO>[SH:17][C@@H:13]([CH:14]([CH3:16])[CH3:15])[C:12]([NH:11][C:8]([CH3:9])([CH3:10])[C:7]([NH:6][C@H:5]([C:4]([OH:31])=[O:3])[CH2:23][C:24]1[CH:25]=[CH:26][C:27]([OH:30])=[CH:28][CH:29]=1)=[O:22])=[O:21] |f:1.2|. The reactants are FC1=C(C=O)C(=CC(=C1)F)O (2,4-difluoro-6-hydroxybenzaldehyde), C[C@H](CC=C)O ((R)-(−)-pent-4-en-2-ol), C1(=CC=CC=C1)P(C1=CC=CC=C1)C1=CC=CC=C1 (triphenylphosphine), CC(C)OC(=O)/N=N/C(=O)OC(C)C (DIAD). The solvent is C1CCOC1 (THF), CCOCC (Et2O). Conditions: time 20 hour. The product is FC1=C(C=O)C(=CC(=C1)F)O[C@@H](C)CC=C ((S)-2,4-difluoro-6-(pent-4-en-2-yloxy)benzaldehyde). The yield is 23.7%. Reaction SMILES: [F:1][C:2]1[CH:9]=[C:8]([F:10])[CH:7]=[C:6]([OH:11])[C:3]=1[CH:4]=[O:5].[CH3:12][C@@H:13](O)[CH2:14][CH:15]=[CH2:16].C1(P(C2C=CC=CC=2)C2C=CC=CC=2)C=CC=CC=1.CC(OC(/N=N/C(OC(C)C)=O)=O)C>C1COCC1.CCOCC>[F:1][C:2]1[CH:9]=[C:8]([F:10])[CH:7]=[C:6]([O:11][C@H:15]([CH2:14][CH:13]=[CH2:12])[CH3:16])[C:3]=1[CH:4]=[O:5]. Procedure details: To a solution of 2,4-difluoro-6-hydroxybenzaldehyde (1.0 g, 6.33 mmol) in THF (14 ml) were added (R)-(−)-pent-4-en-2-ol (1.090 g, 12.65 mmol) and triphenylphosphine (2.157 g, 8.22 mmol). To this mixture was added dropwise DIAD (1.599 ml, 8.22 mmol) (exotherm) and stirred at rt. After 20 h, the mixture was diluted with Et2O and washed with 1N NaOH followed by water (3×'s) then brine, dried (Na2SO4), filtered and concentrated. The crude was purified by flash chromatography (Biotage; 0%-50% EtOAc/h...